describe an organic reaction: reactants, conditions, products, and yield From a dataset of the Open Reaction Database (ORD), a public repository of structured organic reaction records. As a reaction SMILES: [ClH:1].[C:2]1([N:8]([CH2:32][CH2:33][C:34]([O:36]CC)=[O:35])[C:9]([C:11]2[CH:12]=[C:13]3[N:19]=[C:18]([CH2:20][S:21][C:22]4[CH:27]=[CH:26][C:25]([C:28](=[NH:30])[NH2:29])=[CH:24][CH:23]=4)[N:17]([CH3:31])[C:14]3=[N:15][CH:16]=2)=[O:10])[CH:7]=[CH:6][CH:5]=[CH:4][CH:3]=1.[OH-].[Na+].C(OCC)(=O)C.C(O)C.N>>[ClH:1].[C:2]1([N:8]([CH2:32][CH2:33][C:34]([OH:36])=[O:35])[C:9]([C:11]2[CH:12]=[C:13]3[N:19]=[C:18]([CH2:20][S:21][C:22]4[CH:27]=[CH:26][C:25]([C:28](=[NH:29])[NH2:30])=[CH:24][CH:23]=4)[N:17]([CH3:31])[C:14]3=[N:15][CH:16]=2)=[O:10])[CH:7]=[CH:6][CH:5]=[CH:4][CH:3]=1 |f:0.1,2.3,4.5.6,7.8|. The product is Cl.C1(=CC=CC=C1)N(C(=O)C=1C=C2C(=NC1)N(C(=N2)CSC2=CC=C(C=C2)C(N)=N)C)CCC(=O)O (3-Methyl-2-[(4-amidinophenyl)thiomethyl]imidazo[4,5-b]pyridin-6-yl-carboxylic acid-N-phenyl-N-(2-hydroxycarbonylethyl)amide hydrochloride). Isolated yield 88.0%. Procedure: Prepared analogously to Example 2 from 3-methyl-2-[(4-amidinophenyl)thiomethyl]imidazo[4,5-b]pyridin-6-yl-carboxylic acid-N-phenyl-N-(2-ethoxycarbonylethyl)amide hydrochloride and sodium hydroxide solution. Yield: 88% of theory, C25H24N6O3S (488.56); Rf value: 0.21 (silica gel; ethyl acetate/ethanol/ammonia=50:45:5); EKA mass spectrum: (M+H)+=489; (M+Na)+=511. Starting materials: C(C)(=O)OCC.C(C)O.N (ethyl acetate ethanol ammonia), Cl.C1(=CC=CC=C1)N(C(=O)C=1C=C2C(=NC1)N(C(=N2)CSC2=CC=C(C=C2)C(N)=N)C)CCC(=O)OCC (3-methyl-2-[(4-amidinophenyl)thiomethyl]imidazo[4,5-b]pyridin-6-yl-carboxylic acid-N-phenyl-N-(2-ethoxycarbonylethyl)amide hydrochloride), [OH-].[Na+] (sodium hydroxide), C25H24N6O3S.